From a dataset of the Open Reaction Database (ORD), a public repository of structured organic reaction records. describe an organic reaction: reactants, conditions, products, and yield Starting materials: ClC1=NC=CC(=C1)C(C)=O (1-(2-chloropyridin-4-yl)ethanone), ClC1=NC=CC(=C1)C#N (2-chloro-4-cyano pyridine), halogen, FF (fluorine), BrCC(=O)C1=NC(=NC=C1F)Cl (2-bromo-1-(2-chloro-5-fluoropyrimidin-4-yl)ethanone), sulfone, Halopyridine, OOS(=O)[O-].[K+] (oxone), Halopyrimidine, BrCC(=O)C1=NC(=NC=C1)SC (2-bromo-1-(2-methylsulfanyl-pyrimidin-4-yl)-ethanone), CH3—S(O)2—, sulfoxide, CH3—S—, halogen, BrCC(=O)C1=CC(=NC=C1)Cl (2-bromo-1-(2-chloro-pyridin-4-yl)-ethanone), 1-[2-(Methylthio)pyrimidin-4-yl]. Product: ClC1=NC=C(C(=N1)C(C)=O)F (1-(2-chloro-5-fluoropyrimidin-4-yl)ethanone). Reaction SMILES: BrCC(C1C=CN=C(Cl)C=1)=O.ClC1C=C(C(=O)C)C=CN=1.ClC1C=C(C#N)C=CN=1.BrCC(C1C=CN=C(SC)N=1)=O.OOS([O-])=O.[K+].FF.Br[CH2:52][C:53]([C:55]1[C:60]([F:61])=[CH:59][N:58]=[C:57]([Cl:62])[N:56]=1)=[O:54]>>[Cl:62][C:57]1[N:56]=[C:55]([C:53](=[O:54])[CH3:52])[C:60]([F:61])=[CH:59][N:58]=1 |f:4.5|. Procedure details: Halopyridine 9, wherein L is halogen (9A) may be obtained, for example, from 2-bromo-1-(2-chloro-pyridin-4-yl)-ethanone prepared by halogenation of 1-(2-chloropyridin-4-yl)ethanone, obtainable from 2-chloro-4-cyano pyridine, as described in J. Het. Chem., 1983, 20, 533. 1-[2-(Methylthio)pyrimidin-4-yl] derivative 9, wherein L is CH3—S— (9B), obtainable from 2-bromo-1-(2-methylsulfanyl-pyrimidin-4-yl)-ethanone (described in WO03/011838), may be activated to the corresponding sulfoxide or sulfone ...